From a dataset of the Open Reaction Database (ORD), a public repository of structured organic reaction records. describe an organic reaction: reactants, conditions, products, and yield Reactants: C([O-])([O-])=O.[Zn+2] (zinc carbonate), C([O-])([O-])=O.[Zn+2] (zinc carbonate), N[C@@H](CC(=O)O)C(=O)O (aspartic acid), N[C@@H](CC(=O)O)C(=O)O (aspartic acid). The solvent is O (water). Yields the product [Zn].N[C@@H](CC(=O)O)C(=O)O (zinc aspartic acid). The yield is 227.4%. RXN SMILES: C(=O)([O-])[O-].[Zn+2:5].[NH2:6][C@H:7]([C:12]([OH:14])=[O:13])[CH2:8][C:9]([OH:11])=[O:10]>O>[Zn:5].[NH2:6][C@H:7]([C:12]([OH:14])=[O:13])[CH2:8][C:9]([OH:11])=[O:10] |f:0.1,4.5|. Procedure details: 20 g of zinc carbonate (zinc content: 32%) was dispersed in 500 ml of water and dissolved therein by stirring, and 60 g of aspartic acid was added thereto to perform a reaction, then the solution was continually stirred until the zinc carbonate and aspartic acid were entirely dissolved. Bubbles were generated in the initial stage of the reaction but they disappeared after a certain time. The resulting reaction solution was centrifuged to remove insoluble materials, and the clear supernatant was ... The reactants are [Br-], Br, COc1ccc(-c2n(CC(=O)C(C)(C)C)cc[n+]2N=Cc2ccccc2)cc1, O. The product is [Br-], COc1ccc(-c2n(CC(=O)C(C)(C)C)cc[n+]2N)cc1. Reaction SMILES: [Br-:1].[BrH:30].[CH:2]([c:3]1[cH:4][cH:5][cH:6][cH:7][cH:8]1)=[N:9][n+:10]1[c:11](-[c:22]2[cH:23][cH:24][c:25]([O:28][CH3:29])[cH:26][cH:27]2)[n:12]([CH2:15][C:16]([C:17]([CH3:18])([CH3:19])[CH3:20])=[O:21])[cH:13][cH:14]1.[OH2:31]>>[Br-:1].[NH2:9][n+:10]1[c:11](-[c:22]2[cH:23][cH:24][c:25]([O:28][CH3:29])[cH:26][cH:27]2)[n:12]([CH2:15][C:16]([C:17]([CH3:18])([CH3:19])[CH3:20])=[O:21])[cH:13][cH:14]1. Reactants: CCOC(C)=O, CCCCCCCCI, [K+], [K+], O=C([O-])[O-], CN(C)C=O, Cc1cc(C)c2c(c1NC(=O)C(C)(C)C)NCC2CCO. The product is CCCCCCCCN1CC(CCO)c2c(C)cc(C)c(NC(=O)C(C)(C)C)c21. RXN SMILES: [CH3:37][CH2:38][O:39][C:40]([CH3:41])=[O:42].[I:22][CH2:23][CH2:24][CH2:25][CH2:26][CH2:27][CH2:28][CH2:29][CH3:30].[K+:31].[K+:32].[O-:33][C:34]([O-:35])=[O:36].[O:43]=[CH:44][N:45]([CH3:46])[CH3:47].[OH:1][CH2:2][CH2:3][CH:4]1[CH2:5][NH:6][c:7]2[c:8]([NH:15][C:16]([C:17]([CH3:18])([CH3:19])[CH3:20])=[O:21])[c:9]([CH3:14])[cH:10][c:11]([CH3:13])[c:12]21>>[OH:1][CH2:2][CH2:3][CH:4]1[CH2:5][N:6]([CH2:23][CH2:24][CH2:25][CH2:26][CH2:27][CH2:28][CH2:29][CH3:30])[c:7]2[c:8]([NH:15][C:16]([C:17]([CH3:18])([CH3:19])[CH3:20])=[O:21])[c:9]([CH3:14])[cH:10][c:11]([CH3:13])[c:12]21. Reactants: FC=1C=C(CC=2C=C(C(=O)OC)C=CN2)C=C(C1)F (Methyl 2-(3,5-difluorobenzyl)isonicotinate). Reagents/catalysts: [Pt](=O)=O (platinum(IV) oxide). Run in C(C)(=O)O (acetic acid). Conditions: time 5 hour. The product is FC=1C=C(CC2NCCC(C2)C(=O)OC)C=C(C1)F (methyl 2-(3,5-difluorobenzyl)piperidine-4-carboxylate). The yield is 93.3%. RXN SMILES: [F:1][C:2]1[CH:3]=[C:4]([CH:16]=[C:17]([F:19])[CH:18]=1)[CH2:5][C:6]1[CH:7]=[C:8]([CH:13]=[CH:14][N:15]=1)[C:9]([O:11][CH3:12])=[O:10]>C(O)(=O)C.[Pt](=O)=O>[F:1][C:2]1[CH:3]=[C:4]([CH:16]=[C:17]([F:19])[CH:18]=1)[CH2:5][CH:6]1[CH2:7][CH:8]([C:9]([O:11][CH3:12])=[O:10])[CH2:13][CH2:14][NH:15]1. Procedure details: Methyl 2-(3,5-difluorobenzyl)isonicotinate (7.417 g, 28.18 mmol) was dissolved in acetic acid (72 mL) and platinum(IV) oxide (0.320 g, 1.41 mmol) was added. The mixture was hydrogenated in a Büchi hydrogenator at room temperature and 5 bar for 5 h. The reaction mixture was filtered through celite and the catalyst was washed with MeOH. The eluate was concentrated and DCM and 1 M K2CO3 were added. The phases were separated and the organic phase was washed with brine before it was dried and concent... Reactants: O=C([O-])CCBr, O=C([O-])[O-], FC(F)(F)c1sc(-c2nc(-c3ccc4[nH]cc(Cl)c4c3)no2)cc1-c1ccccc1, [Cs+], [Cs+], CN(C)C=O. The product is O=C(O)CCn1cc(Cl)c2cc(-c3noc(-c4cc(-c5ccccc5)c(C(F)(F)F)s4)n3)ccc21. Reaction SMILES: [Br:31][CH2:32][CH2:33][C:34](=[O:35])[O-:36].[C:37](=[O:38])([O-:39])[O-:40].[Cl:1][c:2]1[cH:3][nH:4][c:5]2[cH:6][cH:7][c:8](-[c:11]3[n:12][o:13][c:14](-[c:16]4[s:17][c:18]([C:27]([F:28])([F:29])[F:30])[c:19](-[c:21]5[cH:22][cH:23][cH:24][cH:25][cH:26]5)[cH:20]4)[n:15]3)[cH:9][c:10]12.[Cs+:41].[Cs+:42].[O:43]=[CH:44][N:45]([CH3:46])[CH3:47]>>[Cl:1][c:2]1[cH:3][n:4]([CH2:32][CH2:33][C:34](=[O:35])[OH:36])[c:5]2[cH:6][cH:7][c:8](-[c:11]3[n:12][o:13][c:14](-[c:16]4[s:17][c:18]([C:27]([F:28])([F:29])[F:30])[c:19](-[c:21]5[cH:22][cH:23][cH:24][cH:25][cH:26]5)[cH:20]4)[n:15]3)[cH:9][c:10]12.